Dataset: the Open Reaction Database (ORD), a public repository of structured organic reaction records. Task: describe an organic reaction: reactants, conditions, products, and yield The product is Cc1ncc(C(C)O)cn1. RXN SMILES: [Br-:10].[CH3:11][Mg+:12].[CH3:1][c:2]1[n:3][cH:4][c:5]([CH:8]=[O:9])[cH:6][n:7]1.[O:13]1[CH2:14][CH2:15][CH2:16][CH2:17]1>>[CH3:1][c:2]1[n:3][cH:4][c:5]([CH:8]([OH:9])[CH3:11])[cH:6][n:7]1. Starting materials: [Br-], C[Mg+], Cc1ncc(C=O)cn1, C1CCOC1. Starting materials: C(C1=CC=NC=C1)(=S)N (thioisonicotinamide), ClCC(=O)C1=NOC(C1)C1=CC=CC=C1 (2-chloro-1-(4,5-dihydro-5-phenyl-3-isoxazolyl)ethanone). Solvent: CN1C(CCC1)=O (1-methyl-2-pyrrolidinone). Conditions: temperature 100 celsius. The product is C1(=CC=CC=C1)C1CC(=NO1)C=1N=C(SC1)C1=CC=NC=C1 (4-[4-(4,5-dihydro-5-phenyl-3-isoxazolyl)-2-thiazolyl]pyridine). The yield is 63.3%. As a reaction SMILES: [C:1]([NH2:9])(=[S:8])[C:2]1[CH:7]=[CH:6][N:5]=[CH:4][CH:3]=1.Cl[CH2:11][C:12]([C:14]1[CH2:18][CH:17]([C:19]2[CH:24]=[CH:23][CH:22]=[CH:21][CH:20]=2)[O:16][N:15]=1)=O>CN1CCCC1=O>[C:19]1([CH:17]2[O:16][N:15]=[C:14]([C:12]3[N:9]=[C:1]([C:2]4[CH:7]=[CH:6][N:5]=[CH:4][CH:3]=4)[S:8][CH:11]=3)[CH2:18]2)[CH:20]=[CH:21][CH:22]=[CH:23][CH:24]=1. Procedure: To a solution of thioisonicotinamide (0.5 g, 3.6 mmol) in 1-methyl-2-pyrrolidinone (25 mL) was added 2-chloro-1-(4,5-dihydro-5-phenyl-3-isoxazolyl)ethanone (0.807 g, 3.6 mmol), at room temperature. The reaction mixture was then heated to 100° C. for 3 h. Then the reaction mixture was cooled to room temperature, quenched with water (100 mL), extracted with ethyl acetate (50 mL×2). The reaction mixture was diluted with water (50 mL) and brine (50 mL), and the organic layer was concentrated under r... The reactants are CCOP(=O)(CC#N)OCC, CCOc1cc(C(=O)c2ccc(OC)c(OCC)c2)ccc1OC, C1CCOC1, C[Si](C)(C)[N-][Si](C)(C)C, [Li+], O. The product is CCOc1cc(C(=CC#N)c2ccc(OC)c(OCC)c2)ccc1OC. RXN SMILES: [CH2:1]([O:2][P:3](=[O:4])([O:5][CH2:6][CH3:7])[CH2:9][C:10]#[N:11])[CH3:8].[CH2:22]([CH3:23])[O:24][c:25]1[cH:26][c:27]([C:33](=[O:34])[c:35]2[cH:36][c:37]([O:43][CH2:44][CH3:45])[c:38]([O:41][CH3:42])[cH:39][cH:40]2)[cH:28][cH:29][c:30]1[O:31][CH3:32].[CH2:47]1[O:48][CH2:49][CH2:50][CH2:51]1.[CH3:12][Si:13]([N-:14][Si:15]([CH3:16])([CH3:17])[CH3:18])([CH3:19])[CH3:20].[Li+:21].[OH2:46]>>[CH:9]([C:10]#[N:11])=[C:33]([c:27]1[cH:26][c:25]([O:24][CH2:22][CH3:23])[c:30]([O:31][CH3:32])[cH:29][cH:28]1)[c:35]1[cH:36][c:37]([O:43][CH2:44][CH3:45])[c:38]([O:41][CH3:42])[cH:39][cH:40]1.